From a dataset of the Open Reaction Database (ORD), a public repository of structured organic reaction records. describe an organic reaction: reactants, conditions, products, and yield Reactants: C(C)(C)(C)C1=CC(=NO1)NC(=O)NC1=CC(=CC=C1)OC1=NC=NC2=CC(=C(C=C12)OCCCl)OC (1-(5-tert-butylisoxazol-3-yl)-3-(3-(6-(2-chloroethoxy)-7-methoxyquinazolin-4-yloxy)phenyl)urea), N1CCCCC1 (piperidine), CCN(C(C)C)C(C)C (N,N′-diisopropylethylamine), 56h, O (Water). The reagents and catalysts are [I-].C(CCC)[N+](CCCC)(CCCC)CCCC (tetrabutylammonium iodide). Solvent: CN(C)C=O (N,N′-dimethylformamide). The product is C(C)(C)(C)C1=CC(=NO1)NC(=O)NC1=CC(=CC=C1)OC1=NC=NC2=CC(=C(C=C12)OCCN1CCCCC1)OC (1-(5-tert-butylisoxazol-3-yl)-3-(3-(7-methoxy-6-(2-(piperidin-1-yl)ethoxy)quinazolin-4-yloxy)phenyl)urea). The yield is 13.3%. Reaction SMILES: [C:1]([C:5]1[O:9][N:8]=[C:7]([NH:10][C:11]([NH:13][C:14]2[CH:19]=[CH:18][CH:17]=[C:16]([O:20][C:21]3[C:30]4[C:25](=[CH:26][C:27]([O:35][CH3:36])=[C:28]([O:31][CH2:32][CH2:33]Cl)[CH:29]=4)[N:24]=[CH:23][N:22]=3)[CH:15]=2)=[O:12])[CH:6]=1)([CH3:4])([CH3:3])[CH3:2].[NH:37]1[CH2:42][CH2:41][CH2:40][CH2:39][CH2:38]1.CCN(C(C)C)C(C)C.O>[I-].C([N+](CCCC)(CCCC)CCCC)CCC.CN(C=O)C>[C:1]([C:5]1[O:9][N:8]=[C:7]([NH:10][C:11]([NH:13][C:14]2[CH:19]=[CH:18][CH:17]=[C:16]([O:20][C:21]3[C:30]4[C:25](=[CH:26][C:27]([O:35][CH3:36])=[C:28]([O:31][CH2:32][CH2:33][N:37]5[CH2:42][CH2:41][CH2:40][CH2:39][CH2:38]5)[CH:29]=4)[N:24]=[CH:23][N:22]=3)[CH:15]=2)=[O:12])[CH:6]=1)([CH3:4])([CH3:3])[CH3:2] |f:4.5|. Reported procedure: 1-(5-tert-butylisoxazol-3-yl)-3-(3-(6-(2-chloroethoxy)-7-methoxyquinazolin-4-yloxy)phenyl)urea (200 mg, 0.39 mmol) from the previous step was treated with piperidine (0.116 mL, 1.17 mmol), tetrabutylammonium iodide (0.39 mmol) and N,N′-diisopropylethylamine (0.78 mmol) in N,N′-dimethylformamide. The mixture was heated to 60° C. for 56h and cooled to room temperature. Water was added and the solid filtered off and dried. The crude solid was purified by preparative HPLC (phenylhexyl reverse phase ...